Dataset: the Open Reaction Database (ORD), a public repository of structured organic reaction records. Task: describe an organic reaction: reactants, conditions, products, and yield Reactants: BrC1=NC(=CC=C1)Br (2,6-Dibromopyridine), C(C1=CC=CC=C1)O (benzyl alcohol). The product is C(C1=CC=CC=C1)OC1=NC(=CC=C1)Br (2-benzyloxy-6-bromopyridine). Isolated yield 76.0%. RXN SMILES: Br[C:2]1[CH:7]=[CH:6][CH:5]=[C:4]([Br:8])[N:3]=1.[CH2:9]([OH:16])[C:10]1[CH:15]=[CH:14][CH:13]=[CH:12][CH:11]=1>>[CH2:9]([O:16][C:2]1[CH:7]=[CH:6][CH:5]=[C:4]([Br:8])[N:3]=1)[C:10]1[CH:15]=[CH:14][CH:13]=[CH:12][CH:11]=1. Procedure: 2,6-Dibromopyridine was condensed with benzyl alcohol by Ullmann reaction to obtain 2-benzyloxy-6-bromopyridine (yield 76%). This was further condensed with m-cresol by Ullmann reaction to obtain 2-benzyloxy-6-(3-methylphenoxy)-pyridine (yield 83%), which was then subjected to catalytic reduction in the presence of a catalyst, 5% palladium-carbon, to obtain 6-(3-methylphenoxy)-2-pyridone (yield 96%). Starting materials: OC1=C(C=C(C2=COC3=C(C(=CC=C3C2=O)O)C)C=C1)OC (4′,7-dihydroxy-3′-methoxy-8-methylisoflavone), C(C)(=O)OC(C)=O (acetic anhydride), C(C)(=O)OC1=CC=C(C2=COC3=C(C(=CC=C3C2=O)OC(C)=O)C)C=C1 (4′,7-diacetoxy-8-methylisoflavone). Solvent: N1=CC=CC=C1 (pyridine). Product: C(C)(=O)OC1=C(C=C(C2=COC3=C(C(=CC=C3C2=O)OC(C)=O)C)C=C1)OC (4′,7-Diacetoxy-3′-methoxy-8-methylisoflavone). Reaction SMILES: [OH:1][C:2]1C=CC(C2C(=O)C3C(=C(C)C(O)=CC=3)OC=2)=CC=1OC.C(OC(=O)C)(=O)C.[C:30]([O:33][C:34]1[CH:55]=[CH:54][C:37]([C:38]2[C:47](=[O:48])[C:46]3[C:41](=[C:42]([CH3:53])[C:43]([O:49][C:50](=[O:52])[CH3:51])=[CH:44][CH:45]=3)[O:40][CH:39]=2)=[CH:36][CH:35]=1)(=[O:32])[CH3:31]>N1C=CC=CC=1>[C:30]([O:33][C:34]1[CH:55]=[CH:54][C:37]([C:38]2[C:47](=[O:48])[C:46]3[C:41](=[C:42]([CH3:53])[C:43]([O:49][C:50](=[O:52])[CH3:51])=[CH:44][CH:45]=3)[O:40][CH:39]=2)=[CH:36][C:35]=1[O:1][CH3:2])(=[O:32])[CH3:31]. Procedure: 4′,7-Diacetoxy-3′-methoxy-8-methylisoflavone was prepared from 4′,7-dihydroxy-3′-methoxy-8-methylisoflavone (0.42 g, 1.4 mmol), acetic anhydride (2.6 ml) and pyridine (0.5 ml) as described for 4′,7-diacetoxy-8-methylisoflavone. Yield: (0.4 g, 74%) m.p. 209° C. 1H NMR (CDCl3): δ 2.22 (s, 3H, CH3), 2.32, 2.39 (each s, 3H, OCOCH3), 3.89 (s, 3H, OMe), 7.07-7.11 (m, 2H, ArH), 7.13 (d, 1H, J 8.6 Hz, H6), 7.32 (d, 1H, J 1.5 Hz, ArH), 8.09 (s, 1H, H2), 8.18 (d, 1H, J 8.7 Hz, H5). Reactants: BrC1=CC=C(C2=C1C(CCCC2)O)C (4-bromo-1-methyl-6,7,8,9-tetrahydro-5H-benzo[a]cyclohepten-5-ol), O.C1(=CC=C(C=C1)S(=O)(=O)O)C (p-toluenesulfonic acid monohydrate). Solvent: C1(=CC=CC=C1)C (toluene). Product: BrC1=CC=C(C2=C1C=CCCC2)C (1-bromo-4-methyl-6,7-dihydro-5H-benzo[a]cycloheptene). Reaction SMILES: [Br:1][C:2]1[C:7]2[CH:8](O)[CH2:9][CH2:10][CH2:11][CH2:12][C:6]=2[C:5]([CH3:14])=[CH:4][CH:3]=1.O.C1(C)C=CC(S(O)(=O)=O)=CC=1>C1(C)C=CC=CC=1>[Br:1][C:2]1[C:7]2[CH:8]=[CH:9][CH2:10][CH2:11][CH2:12][C:6]=2[C:5]([CH3:14])=[CH:4][CH:3]=1 |f:1.2|. Reported procedure: A solution of 4-bromo-1-methyl-6,7,8,9-tetrahydro-5H-benzo[a]cyclohepten-5-ol (6.213 g, 24.35 mmol) and p-toluenesulfonic acid monohydrate (0.46 g, 2.44 mmol) in toluene (100 ml) was heated under reflux in a reaction vessel equipped with a Dean-Stark trap under dehydrating conditions for 0.5 hr. After the reaction solution was cooled to room temperature, the solvent was evaporated under reduced pressure. The obtained crude product was purified by silica gel column chromatography (hexane) to give... Reactants: C(=O)(O)CN1C(SCC1=O)=S (3-carboxymethylrhodanine), NC1=CC=C(C=C1)NNC=O (2-(4-aminophenyl)-1-formylhydrazine), C1(CCCCC1)N=C=NC1CCCCC1 (N,N'-dicyclohexylcarbodiimide). Run in O1CCCC1 (tetrahydrofuran). Reaction conditions: time 5 hour. The product is C(=O)NNC1=CC=C(C=C1)NC(=O)CN1C(SCC1=O)=S (3-{4-(2-formylhydrazino)phenyl}carbamoylmethylrhodanine). RXN SMILES: [C:1]([CH2:4][N:5]1[C:9](=[O:10])[CH2:8][S:7][C:6]1=[S:11])([OH:3])=O.[NH2:12][C:13]1[CH:18]=[CH:17][C:16]([NH:19][NH:20][CH:21]=[O:22])=[CH:15][CH:14]=1.C1(N=C=NC2CCCCC2)CCCCC1>O1CCCC1>[CH:21]([NH:20][NH:19][C:16]1[CH:17]=[CH:18][C:13]([NH:12][C:1]([CH2:4][N:5]2[C:9](=[O:10])[CH2:8][S:7][C:6]2=[S:11])=[O:3])=[CH:14][CH:15]=1)=[O:22]. Procedure: To a mixture of 1.91 g (10 millimole) of 3-carboxymethylrhodanine, 1.51 g (10 millimole) of 2-(4-aminophenyl)-1-formylhydrazine and 2.06 g (10 millimole) of N,N'-dicyclohexylcarbodiimide was added 50 ml of tetrahydrofuran. The resulting mixture was stirred for 5 hours at room temperature to precipitate crystals. These were filtered off, and dissolved in 50 ml of N,N-dimethylformamide (DMF). The matter remaining insoluble was removed from the solution. 100 ml of water was added to the filtrate, a... Starting materials: COC=1C=C2C(=CC=NC2=CC1OC)OC1=C(C(=C(N)C=C1)C)C (4-[(6,7-Dimethoxy-4-quinolyl)oxy]-2,3-dimethylaniline), ClC(Cl)(OC(OC(Cl)(Cl)Cl)=O)Cl (triphosgene), C([O-])(O)=O.[Na+] (sodium bicarbonate), C1(=CC=CC=C1)CO (phenylmethanol). Run in C(C)N(CC)CC (triethylamine), C1(=CC=CC=C1)C (toluene), C(Cl)Cl (methylene chloride). Product: COC=1C=C2C(=CC=NC2=CC1OC)OC1=C(C(=C(C=C1)NC(OCC1=CC=CC=C1)=O)C)C (Benzyl N-{4-[(6,7-dimethoxy-4-quinolyl)oxy]-2,3-dimethylphenyl}carbamate). Yield: 84.9%. Reaction SMILES: [CH3:1][O:2][C:3]1[CH:4]=[C:5]2[C:10](=[CH:11][C:12]=1[O:13][CH3:14])[N:9]=[CH:8][CH:7]=[C:6]2[O:15][C:16]1[CH:22]=[CH:21][C:19]([NH2:20])=[C:18]([CH3:23])[C:17]=1[CH3:24].Cl[C:26](Cl)([O:28][C:29](=[O:35])OC(Cl)(Cl)Cl)Cl.[C:37]1(CO)[CH:42]=[CH:41][CH:40]=[CH:39][CH:38]=1.C(=O)(O)[O-].[Na+]>C(Cl)Cl.C(N(CC)CC)C.C1(C)C=CC=CC=1>[CH3:1][O:2][C:3]1[CH:4]=[C:5]2[C:10](=[CH:11][C:12]=1[O:13][CH3:14])[N:9]=[CH:8][CH:7]=[C:6]2[O:15][C:16]1[CH:22]=[CH:21][C:19]([NH:20][C:29](=[O:35])[O:28][CH2:26][C:37]2[CH:42]=[CH:41][CH:40]=[CH:39][CH:38]=2)=[C:18]([CH3:23])[C:17]=1[CH3:24] |f:3.4|. Reported procedure: 4-[(6,7-Dimethoxy-4-quinolyl)oxy]-2,3-dimethylaniline (100 mg) was added to toluene (10 ml) and triethylamine (1 ml), and the mixture was heated under reflux to prepare a solution. A solution of triphosgene (140 mg) in methylene chloride was then added thereto, and the mixture was heated under reflux for 10 min. Next, phenylmethanol (51 mg) was added thereto, and the mixture was further stirred with heating under reflux for 3 hr. A saturated aqueous sodium bicarbonate solution was added to stop ...